This data is from the Open Reaction Database (ORD), a public repository of structured organic reaction records. The task is: describe an organic reaction: reactants, conditions, products, and yield Reactants: Nitro, C(Cl)Cl.CCOC(=O)C (DCM EtOAc), CC=1N2C(SC1)=NC(=C2)C2=CC=C(C=C2)[N+](=O)[O-] (3-methyl-6-(4-nitrophenyl)imidazo[2,1-b][1,3]thiazole), O.O.[Sn](Cl)Cl (tin (II) chloride dihydrate). Run in CCO (EtOH). The product is CC=1N2C(SC1)=NC(=C2)C2=CC=C(N)C=C2 (4-(3-Methylimidazo[2,1-b][1,3]thiazol-6-yl)aniline). Isolated yield 49.7%. As a reaction SMILES: [CH3:1][C:2]1[N:3]2[CH:9]=[C:8]([C:10]3[CH:15]=[CH:14][C:13]([N+:16]([O-])=O)=[CH:12][CH:11]=3)[N:7]=[C:4]2[S:5][CH:6]=1.O.O.[Sn](Cl)Cl.C(Cl)Cl.CCOC(C)=O>CCO>[CH3:1][C:2]1[N:3]2[CH:9]=[C:8]([C:10]3[CH:15]=[CH:14][C:13]([NH2:16])=[CH:12][CH:11]=3)[N:7]=[C:4]2[S:5][CH:6]=1 |f:1.2.3,4.5|. Procedure details: Prepared as described in the Nitro Reduction section using 3-methyl-6-(4-nitrophenyl)imidazo[2,1-b][1,3]thiazole (0.20 g, 0.772 mmol) and tin (II) chloride dihydrate (0.87 g, 3.86 mmol) in EtOH (20 ml) to give the title compound (88 mg, 50%) as a pale orange solid after work-up and flash chromatography (1:1 DCM/EtOAc).